From a dataset of the Open Reaction Database (ORD), a public repository of structured organic reaction records. describe an organic reaction: reactants, conditions, products, and yield Reactants: ClCC(OCCC)OCCC (1-chloro-2,2-dipropoxyethane), CC(C)(CC)O (2-methyl-2-butanol), polyethylene glycol-1000 dimethyl ether, [OH-].[K+] (potassium hydroxide). The solvent is COC(C)(C)C (tert.-butyl methyl ether). Conditions: time 6 hour. Product: C(CC)OC(=C)OCCC (1,1-dipropoxyethene). RXN SMILES: Cl[CH2:2][CH:3]([O:8][CH2:9][CH2:10][CH3:11])[O:4][CH2:5][CH2:6][CH3:7].CC(O)(CC)C.[OH-].[K+]>COC(C)(C)C>[CH2:5]([O:4][C:3]([O:8][CH2:9][CH2:10][CH3:11])=[CH2:2])[CH2:6][CH3:7] |f:2.3|. Procedure: 270.8 g (1.5 mol) of 1-chloro-2,2-dipropoxyethane, 450 ml of tert.-butyl methyl ether, 19.8 g (0.22 mol) of 2-methyl-2-butanol, 12 g of polyethylene glycol-1000 dimethyl ether and 300 g (4.5 mol) of technical grade potassium hydroxide (91%) were heated under reflux while stirring for six hours. The reaction was stopped, the salts filtered off and the product distilled. The conversion was 86.3% of theoretical. The main fraction contained 148.1 g (68.6% of theoretical) of pure 1,1-dipropoxyethene ... Starting materials: CCO, O=[N+]([O-])c1ccc(-n2cc(Cl)nn2)cc1, Cl[Sn]Cl. The product is Nc1ccc(-n2cc(Cl)nn2)cc1. RXN SMILES: [CH3:19][CH2:20][OH:21].[Cl:1][c:2]1[n:3][n:4][n:5](-[c:7]2[cH:8][cH:9][c:10]([N+:13]([O-:14])=[O:15])[cH:11][cH:12]2)[cH:6]1.[Sn:16]([Cl:17])[Cl:18]>>[Cl:1][c:2]1[n:3][n:4][n:5](-[c:7]2[cH:8][cH:9][c:10]([NH2:13])[cH:11][cH:12]2)[cH:6]1. RXN SMILES: [C:56]([O-:57])(=[O:58])[CH3:59].[C:61]([O-:62])(=[O:63])[CH3:64].[CH3:1][C:2]([C:3](=[O:4])[O:5][CH2:6][n:7]1[c:8](=[O:25])[n:9]([CH2:17][O:18][C:19]([C:20]([CH3:21])([CH3:22])[CH3:23])=[O:24])[c:10](=[O:16])[c:11]2[nH:12][cH:13][n:14][c:15]12)([CH3:26])[CH3:27].[CH3:45][N:46]([CH3:47])[CH:48]=[O:49].[CH3:50][CH2:51][O:52][C:53](=[O:54])[CH3:55].[CH:28](=[O:29])[c:30]1[c:31]([B:36]([OH:37])[OH:38])[cH:32][cH:33][cH:34][cH:35]1.[Cu+2:60].[cH:39]1[cH:40][cH:41][n:42][cH:43][cH:44]1>>[CH3:1][C:2]([C:3](=[O:4])[O:5][CH2:6][n:7]1[c:8](=[O:25])[n:9]([CH2:17][O:18][C:19]([C:20]([CH3:21])([CH3:22])[CH3:23])=[O:24])[c:10](=[O:16])[c:11]2[n:12](-[c:31]3[c:30]([CH:28]=[O:29])[cH:35][cH:34][cH:33][cH:32]3)[cH:13][n:14][c:15]12)([CH3:26])[CH3:27]. Product: CC(C)(C)C(=O)OCn1c(=O)c2c(ncn2-c2ccccc2C=O)n(COC(=O)C(C)(C)C)c1=O. The reactants are CC(=O)[O-], CC(=O)[O-], CC(C)(C)C(=O)OCn1c(=O)c2[nH]cnc2n(COC(=O)C(C)(C)C)c1=O, CN(C)C=O, CCOC(C)=O, O=Cc1ccccc1B(O)O, [Cu+2], c1ccncc1. Reactants: [Cl-].[NH4+] (ammonium chloride), BrC=1C=C(SC1)/C(=C/CCC(O[Si](CC)(CC)CC)(CC)CC)/CC ([(E)-5-(4-bromo-2-thienyl)-1,1-diethylhept-4-enyloxy]triethylsilane), CN(C=O)C (dimethylformamide), C(CCC)[Li] (butyllithium). Solvent: C1CCOC1 (THF). Reaction conditions: temperature -78 celsius, time 15 minute. Yields the product C(C)/C(=C\CCC(CC)(O[Si](CC)(CC)CC)CC)/C1=CC(=CS1)C=O (5-((E)-1,5-Diethyl-5-triethylsilanyloxyhept-1-enyl)thiophene-3-carbaldehyde). Reaction SMILES: Br[C:2]1[CH:3]=[C:4](/[C:7](/[CH2:24][CH3:25])=[CH:8]/[CH2:9][CH2:10][C:11]([CH2:22][CH3:23])([CH2:20][CH3:21])[O:12][Si:13]([CH2:18][CH3:19])([CH2:16][CH3:17])[CH2:14][CH3:15])[S:5][CH:6]=1.C([Li])CCC.CN(C)[CH:33]=[O:34].[Cl-].[NH4+]>C1COCC1>[CH2:24](/[C:7](/[C:4]1[S:5][CH:6]=[C:2]([CH:33]=[O:34])[CH:3]=1)=[CH:8]\[CH2:9][CH2:10][C:11]([CH2:22][CH3:23])([O:12][Si:13]([CH2:18][CH3:19])([CH2:16][CH3:17])[CH2:14][CH3:15])[CH2:20][CH3:21])[CH3:25] |f:3.4|. Procedure details: 11 g (24.7 mmol) of [(E)-5-(4-bromo-2-thienyl)-1,1-diethylhept-4-enyloxy]triethylsilane are dissolved in 100 mL of anhydrous THF and the mixture is cooled to −78° C. 10.9 mL (27 mmol) of 2.5 M butyllithium are added slowly and the mixture is stirred for 15 minutes. 2.1 mL (27 mmol) of dimethylformamide are then added and the medium is stirred for 30 minutes and then poured into aqueous ammonium chloride solution. After extraction with ethyl acetate and chromatography on silica gel (eluent: 9 hep... Starting materials: OCC(CO)(CO)CO (pentaerythritol), C(CCCCCCCCCCCCCCCCC)(=O)O (stearic acid), C(CCCCC(=O)O)(=O)O (adipic acid), C(O)C(C(=O)O)(C)CO (dimethylolpropionic acid), [Sn] (tin), OP(=O)(O)O (H3PO4). Product: C(O)C(C(=O)O)(C)CO.C(CCCCCCCCCCCCCCCCC)(=O)O.C(CCCCC(=O)O)(=O)O.OCC(CO)(CO)CO (pentaerythritol adipate stearate dimethylolpropionate). As a reaction SMILES: [OH:1][CH2:2][C:3]([CH2:8][OH:9])([CH2:6][OH:7])[CH2:4][OH:5].[C:10]([OH:29])(=[O:28])[CH2:11][CH2:12][CH2:13][CH2:14][CH2:15][CH2:16][CH2:17][CH2:18][CH2:19][CH2:20][CH2:21][CH2:22][CH2:23][CH2:24][CH2:25][CH2:26][CH3:27].[C:30]([OH:39])(=[O:38])[CH2:31][CH2:32][CH2:33][CH2:34][C:35]([OH:37])=[O:36].[CH2:40]([C:42]([CH2:47][OH:48])([CH3:46])[C:43]([OH:45])=[O:44])[OH:41].[Sn].OP(O)(O)=O>>[CH2:40]([C:42]([CH2:47][OH:48])([CH3:46])[C:43]([OH:45])=[O:44])[OH:41].[C:10]([OH:29])(=[O:28])[CH2:11][CH2:12][CH2:13][CH2:14][CH2:15][CH2:16][CH2:17][CH2:18][CH2:19][CH2:20][CH2:21][CH2:22][CH2:23][CH2:24][CH2:25][CH2:26][CH3:27].[C:30]([OH:39])(=[O:38])[CH2:31][CH2:32][CH2:33][CH2:34][C:35]([OH:37])=[O:36].[OH:1][CH2:2][C:3]([CH2:8][OH:9])([CH2:6][OH:7])[CH2:4][OH:5] |f:6.7.8.9,^3:48|. Procedure: As in Example N, 66.6 g (0.49 mole) pentaerythritol, 283.5 g (1.05 moles) technical stearic acid, 61.3 g (0.42 mole) adipic acid and 9.4 g (0.07 mole) dimethylolpropionic acid instead of tartaric acid were reacted in three steps using 0.4 g tin powder and 0.2 g H3PO4. After the addition of bleaching earth, filtration under pressure at 90° C., and cooling, the pentaerythritol adipate stearate dimethylolpropionate (7:6:15:1) (material P; 350 g) was present as a yellowish, brittle wax-like mass (dr... The reactants are FC(C1=NC(=NC=C1)NC=1C=C(C=C(C1)C)C=1C=NC(=NC1)C(=C)[C@@H]1CC[C@H](CC1)C(=O)OC)F (methyl trans-4-{1-[5-(3-{[4-(difluoromethyl)pyrimidin-2-yl]amino}-5-methylphenyl)pyrimidin-2-yl]ethenyl}cyclohexanecarboxylate). Reagents/catalysts: [Pd] (palladium on carbon). Run in C1CCOC1 (THF). Reaction conditions: temperature 25 celsius, time 16 hour. Product: FC(C1=NC(=NC=C1)NC=1C=C(C=C(C1)C)C=1C=NC(=NC1)C(C)[C@@H]1CC[C@H](CC1)C(=O)OC)F (methyl trans-4-{1-[5-(3-{[4-(difluoromethyl)pyrimidin-2-yl]amino}-5-methylphenyl)pyrimidin-2-yl]ethyl}cyclohexanecarboxylate). RXN SMILES: [F:1][CH:2]([F:35])[C:3]1[CH:8]=[CH:7][N:6]=[C:5]([NH:9][C:10]2[CH:11]=[C:12]([C:17]3[CH:18]=[N:19][C:20]([C:23]([C@H:25]4[CH2:30][CH2:29][C@H:28]([C:31]([O:33][CH3:34])=[O:32])[CH2:27][CH2:26]4)=[CH2:24])=[N:21][CH:22]=3)[CH:13]=[C:14]([CH3:16])[CH:15]=2)[N:4]=1>[Pd].C1COCC1>[F:35][CH:2]([F:1])[C:3]1[CH:8]=[CH:7][N:6]=[C:5]([NH:9][C:10]2[CH:11]=[C:12]([C:17]3[CH:22]=[N:21][C:20]([CH:23]([C@H:25]4[CH2:30][CH2:29][C@H:28]([C:31]([O:33][CH3:34])=[O:32])[CH2:27][CH2:26]4)[CH3:24])=[N:19][CH:18]=3)[CH:13]=[C:14]([CH3:16])[CH:15]=2)[N:4]=1. Reported procedure: A mixture of methyl trans-4-{1-[5-(3-{[4-(difluoromethyl)pyrimidin-2-yl]amino}-5-methylphenyl)pyrimidin-2-yl]ethenyl}cyclohexanecarboxylate (5 mg, 10.43 μmol) and palladium on carbon (5 mg, 10 wt %) in THF (10 mL) was stirred at 25° C. under a hydrogen atmosphere (45 psi) for 16 hours. The mixture was then filtered and the filtrate was concentrated under reduced pressure to afford methyl trans-4-{1-[5-(3-{[4-(difluoromethyl)pyrimidin-2-yl]amino}-5-methylphenyl)pyrimidin-2-yl]ethyl}cyclohexanecar...